From a dataset of the Open Reaction Database (ORD), a public repository of structured organic reaction records. describe an organic reaction: reactants, conditions, products, and yield Starting materials: FC1=C(C(=O)NC2=NNC=C2)C(=CC=C1)F (2,6-difluoro-N-1H-pyrazol-3-ylbenzamide), FC1=C(C(=O)NC2=NNC=C2)C(=CC=C1)F (2,6-difluoro-N-1H-pyrazol-3-ylbenzamide), C([O-])([O-])=O.[K+].[K+] (potassium carbonate), BrCC1=C(C=C(C=C1)Cl)OCC1=CC=CC=C1 (1-(bromomethyl)-4-chloro-2-[(phenylmethyl)oxy]benzene). Solvent: CN(C)C=O (DMF). Reaction conditions: time 8 hour. The product is ClC1=CC(=C(C=C1)CN1N=C(C=C1)NC(C1=C(C=CC=C1F)F)=O)OCC1=CC=CC=C1 (N-[1-({4-Chloro-2-[(phenylmethyl)oxy]phenyl]methyl)-1H-pyrazol-3-yl}-2,6-difluorobenzamide). Isolated yield 17.5%. Reaction SMILES: [F:1][C:2]1[CH:15]=[CH:14][CH:13]=[C:12]([F:16])[C:3]=1[C:4]([NH:6][C:7]1[CH:11]=[CH:10][NH:9][N:8]=1)=[O:5].C(=O)([O-])[O-].[K+].[K+].Br[CH2:24][C:25]1[CH:30]=[CH:29][C:28]([Cl:31])=[CH:27][C:26]=1[O:32][CH2:33][C:34]1[CH:39]=[CH:38][CH:37]=[CH:36][CH:35]=1>CN(C=O)C>[Cl:31][C:28]1[CH:29]=[CH:30][C:25]([CH2:24][N:9]2[CH:10]=[CH:11][C:7]([NH:6][C:4](=[O:5])[C:3]3[C:12]([F:16])=[CH:13][CH:14]=[CH:15][C:2]=3[F:1])=[N:8]2)=[C:26]([O:32][CH2:33][C:34]2[CH:35]=[CH:36][CH:37]=[CH:38][CH:39]=2)[CH:27]=1 |f:1.2.3|. Reported procedure: To a mixture of 2,6-difluoro-N-1H-pyrazol-3-ylbenzamide (for as preparation see Intermediate 9) (76 mg, 0.340 mmol) and potassium carbonate (96 mg, 0.692 mmol) was added a solution of 1-(bromomethyl)-4-chloro-2-[(phenylmethyl)oxy]benzene (0.106 g, 0.340 mmol) in DMF (1 ml). The reaction was stirred overnight, at ambient temperature and under nitrogen. The suspension was filtered using a hydrophobic frit and the residue washed with methanol (1 ml). The filtrate was purified by MDAP (supelcosil AB... Reaction SMILES: [CH2:12]([CH:13]=[CH2:14])[Br:15].[CH2:16]1[O:17][CH2:18][CH2:19][CH2:20]1.[H-:11].[I:1][c:2]1[c:3]([CH2:4][OH:5])[cH:6][cH:7][cH:8][cH:9]1.[Na+:10]>>[I:1][c:2]1[c:3]([CH2:4][O:5][CH2:14][CH:13]=[CH2:12])[cH:6][cH:7][cH:8][cH:9]1. Starting materials: C=CCBr, C1CCOC1, [H-], OCc1ccccc1I, [Na+]. The product is C=CCOCc1ccccc1I.